Dataset: the Open Reaction Database (ORD), a public repository of structured organic reaction records. Task: describe an organic reaction: reactants, conditions, products, and yield Starting materials: N1N=C(C2=CC=CC=C12)/C=C/C1=C(C=CC=C1)NC(C1=CC(=CC=C1)[N+](=O)[O-])=O ((E)-N-{2-[2-(1H-indazol-3-yl)vinyl]phenyl}-3-nitrobenzamide), [Cl-].[NH4+] (ammonium chloride), C(C)O (ethanol). The reagents and catalysts are [Fe] (iron). Solvent: O (water). Reaction conditions: temperature 50 celsius, time 1 hour. Product: NC=1C=C(C(=O)NC2=C(C=CC=C2)\C=C\C2=NNC3=CC=CC=C23)C=CC1 ((E)-3-amino-N-{2-[2-(1H-indazol-3-yl)vinyl]phenyl}benzamide). Yield: 23.9%. RXN SMILES: [NH:1]1[C:9]2[C:4](=[CH:5][CH:6]=[CH:7][CH:8]=2)[C:3](/[CH:10]=[CH:11]/[C:12]2[CH:17]=[CH:16][CH:15]=[CH:14][C:13]=2[NH:18][C:19](=[O:29])[C:20]2[CH:25]=[CH:24][CH:23]=[C:22]([N+:26]([O-])=O)[CH:21]=2)=[N:2]1.[Cl-].[NH4+].C(O)C>[Fe].O>[NH2:26][C:22]1[CH:21]=[C:20]([CH:25]=[CH:24][CH:23]=1)[C:19]([NH:18][C:13]1[CH:14]=[CH:15][CH:16]=[CH:17][C:12]=1/[CH:11]=[CH:10]/[C:3]1[C:4]2[C:9](=[CH:8][CH:7]=[CH:6][CH:5]=2)[NH:1][N:2]=1)=[O:29] |f:1.2|. Reported procedure: Compound 64 (60 mg, 0.13 mmol), iron powder (364 mg, 6.50 mmol) and ammonium chloride (35 mg, 0.65 mmol) were added to ethanol (1.0 mL) and water (1.0 mL) at room temperature, stirred at 50° C. for 1 hour and then the reaction mixture was filtered through Celite. The filtrate was extracted with ethyl acetate and the organic layer was sequentially washed with water and saturated brine, dried over anhydrous magnesium sulfate and the solvent was evaporated under reduced pressure. The residue was tr... Starting materials: N1CCOCC1 (morpholine), Cl.CN(CCCN=C=NCC)C (1-(3-dimethylaminopropyl)-3-ethylcarbodiimide hydrochloride), ON1N=NC2=C1N=CC=C2 (1-hydroxy-7-azabenzotriazole), C1(CC1)[C@@H](C(=O)N1[C@@H](C=C(C1)C1=C(C=CC(=C1)F)F)C1=CC=CC=C1)NCCC(=O)OC (methyl N-{(1S)-1-cyclopropyl-2-[(2S)-4-(2,5-difluorophenyl)-2-phenyl-2,5-dihydro-1H-pyrrol-1-yl]-2-oxoethyl}-β-alaninate), [OH-].[Na+] (sodium hydroxide). The solvent is CN(C)C=O (DMF), CC(C)(C)O (t-BuOH). Conditions: time 4 hour. The product is C1(CC1)[C@@H](C(=O)N1[C@@H](C=C(C1)C1=C(C=CC(=C1)F)F)C1=CC=CC=C1)NCCC(=O)N1CCOCC1 (N-{(1S)-1-cyclopropyl-2-[(2S)-4-(2,5-difluorophenyl)-2-phenyl-2,5-dihydro-1H-pyrrol-1-yl]-2-oxoethyl}-3-morpholin-4-yl-3-oxopropan-1-amine). As a reaction SMILES: [CH:1]1([C@H:4]([NH:26][CH2:27][CH2:28][C:29](OC)=[O:30])[C:5]([N:7]2[CH2:11][C:10]([C:12]3[CH:17]=[C:16]([F:18])[CH:15]=[CH:14][C:13]=3[F:19])=[CH:9][C@H:8]2[C:20]2[CH:25]=[CH:24][CH:23]=[CH:22][CH:21]=2)=[O:6])[CH2:3][CH2:2]1.[OH-].[Na+].[NH:35]1[CH2:40][CH2:39][O:38][CH2:37][CH2:36]1.Cl.CN(C)CCCN=C=NCC.ON1C2N=CC=CC=2N=N1>CC(O)(C)C.CN(C=O)C>[CH:1]1([C@H:4]([NH:26][CH2:27][CH2:28][C:29]([N:35]2[CH2:40][CH2:39][O:38][CH2:37][CH2:36]2)=[O:30])[C:5]([N:7]2[CH2:11][C:10]([C:12]3[CH:17]=[C:16]([F:18])[CH:15]=[CH:14][C:13]=3[F:19])=[CH:9][C@H:8]2[C:20]2[CH:21]=[CH:22][CH:23]=[CH:24][CH:25]=2)=[O:6])[CH2:3][CH2:2]1 |f:1.2,4.5|. Reported procedure: A solution of methyl N-{(1S)-1-cyclopropyl-2-[(2S)-4-(2,5-difluorophenyl)-2-phenyl-2,5-dihydro-1H-pyrrol-1-yl]-2-oxoethyl}-β-alaninate (40-1, 84 mg, 0.19 mmol, 1 equiv) and sodium hydroxide (1N, 0.57 mL, 0.57 mmol, 3.00 equiv) in t-BuOH (4 mL) was stirred at 23 deg C. for 4 h. The reaction mixture was concentrated and the residue was partitioned between brine adjusted to pH 4 with aqueous 1 N HCL solution and ethyl acetate (2×40 mL). The combined organic layers were dried over sodium sulfate and... The reactants are COC1=CC=C(C=C1)O (4-methoxyphenol), COC(C1=CC=C(C=C1)O)=O (p-hydroxybenzoic acid methyl ester), C(C)OC(C1=CC=C(C=C1)O)=O (p-hydroxybenzoic acid ethyl ester). The product is C(C=C)C1=C(C=CC(=C1)OC)O (2-allyl-4-methoxyphenol), C(C=C)C1=C(C=CC(=C1)C(=O)OC)O (2-allyl-4-methoxycarbonylphenol), C(C=C)C1=C(C=CC(=C1)C(=O)OCC)O (2-allyl-4-ethoxycarbonylphenol). RXN SMILES: [CH3:1][O:2][C:3]1[CH:8]=[CH:7][C:6]([OH:9])=[CH:5][CH:4]=1.[CH3:10][O:11][C:12](=[O:20])[C:13]1[CH:18]=[CH:17][C:16]([OH:19])=[CH:15][CH:14]=1.[CH2:21]([O:23][C:24](=[O:32])[C:25]1[CH:30]=[CH:29][C:28]([OH:31])=[CH:27][CH:26]=1)[CH3:22]>>[CH2:14]([C:7]1[CH:8]=[C:3]([O:2][CH3:1])[CH:4]=[CH:5][C:6]=1[OH:9])[CH:13]=[CH2:12].[CH2:26]([C:15]1[CH:14]=[C:13]([C:12]([O:11][CH3:10])=[O:20])[CH:18]=[CH:17][C:16]=1[OH:19])[CH:25]=[CH2:24].[CH2:8]([C:29]1[CH:30]=[C:25]([C:24]([O:23][CH2:21][CH3:22])=[O:32])[CH:26]=[CH:27][C:28]=1[OH:31])[CH:3]=[CH2:4]. Procedure: In the same as above, 2-allyl-4-methoxyphenol (oily substance), 2-allyl-4-methoxycarbonylphenol (crystals, melting point: 85°-88° C.) and 2-allyl-4-ethoxycarbonylphenol were prepared from 4-methoxyphenol, p-hydroxybenzoic acid methyl ester and p-hydroxybenzoic acid ethyl ester, respectively. The reactants are C1CCOC1, CS(C)=O, C[S+](C)C, CC(=O)c1c(F)cc(F)cc1F, [H-], [I-], [Na+], O. Product: CC1(c2c(F)cc(F)cc2F)CO1. RXN SMILES: [CH2:24]1[O:25][CH2:26][CH2:27][CH2:28]1.[CH3:1][S:2]([CH3:3])=[O:4].[CH3:8][S+:9]([CH3:10])[CH3:11].[F:12][c:13]1[c:14]([C:21]([CH3:22])=[O:23])[c:15]([F:20])[cH:16][c:17]([F:19])[cH:18]1.[H-:6].[I-:7].[Na+:5].[OH2:29]>>[CH3:8][C:21]1([c:14]2[c:13]([F:12])[cH:18][c:17]([F:19])[cH:16][c:15]2[F:20])[CH2:22][O:23]1.